Dataset: the Open Reaction Database (ORD), a public repository of structured organic reaction records. Task: describe an organic reaction: reactants, conditions, products, and yield Product: CN1C(CC(CC1(C)C)C1=CC=C(OCC2CN=C(O2)N)C=C1)(C)C (5-[4-(1,2,2,6,6-Pentamethyl-piperidin-4-yl)-phenoxymethyl]-4,5-dihydro-oxazol-2-ylamine). Reported procedure: The title compound was prepared from 1,2,2,6,6-pentamethyl-4-(4-oxiranylmethoxy-phenyl)-piperidine and sodium hydrogen cyanamide according to the procedures employed for the preparation of the compound in Step 2 of Example 1. Reaction SMILES: [CH3:1][N:2]1[C:7]([CH3:9])([CH3:8])[CH2:6][CH:5]([C:10]2[CH:15]=[CH:14][C:13]([O:16][CH2:17][CH:18]3[CH2:20][O:19]3)=[CH:12][CH:11]=2)[CH2:4][C:3]1([CH3:22])[CH3:21].[N:23]#[C:24][NH2:25].[Na]>>[CH3:1][N:2]1[C:3]([CH3:21])([CH3:22])[CH2:4][CH:5]([C:10]2[CH:11]=[CH:12][C:13]([O:16][CH2:17][CH:18]3[O:19][C:24]([NH2:25])=[N:23][CH2:20]3)=[CH:14][CH:15]=2)[CH2:6][C:7]1([CH3:8])[CH3:9] |f:1.2,^1:25|. The reactants are CN1C(CC(CC1(C)C)C1=CC=C(C=C1)OCC1OC1)(C)C (1,2,2,6,6-pentamethyl-4-(4-oxiranylmethoxy-phenyl)-piperidine), N#CN.[Na] (sodium hydrogen cyanamide). The reactants are FC=1C=CC(=C(C1)N1CCCCC1)[N+](=O)[O-] (1-(5-fluoro-2-nitro-phenyl)-piperidine), N1N=CC=C1 (pyrazole), [OH-].[Na+] (NaOH). Run in CS(=O)C (DMSO). Yields the product [N+](=O)([O-])C1=C(C=C(C=C1)N1N=CC=C1)N1CCCCC1 (1-(2-Nitro-5-pyrazol-1-yl-phenyl)-piperidine). The yield is 85.4%. As a reaction SMILES: F[C:2]1[CH:3]=[CH:4][C:5]([N+:14]([O-:16])=[O:15])=[C:6]([N:8]2[CH2:13][CH2:12][CH2:11][CH2:10][CH2:9]2)[CH:7]=1.[NH:17]1[CH:21]=[CH:20][CH:19]=[N:18]1.[OH-].[Na+]>CS(C)=O>[N+:14]([C:5]1[CH:4]=[CH:3][C:2]([N:17]2[CH:21]=[CH:20][CH:19]=[N:18]2)=[CH:7][C:6]=1[N:8]1[CH2:13][CH2:12][CH2:11][CH2:10][CH2:9]1)([O-:16])=[O:15] |f:2.3|. Procedure: Using a procedure similar to Example 4, step (a), a solution of 1-(5-fluoro-2-nitro-phenyl)-piperidine (98 mg, 0.43 mmol, as prepared in Example 5, step (a)), pyrazole (67.8 mg, 0.600 mmol), and NaOH (22.4 mg, 0.560 mmol) were heated in 3 mL of DMSO overnight to afford 100 mg (85%) the title compound as a yellow solid. Mass spectrum (ESI, m/z): Calcd. for C14H16N4O2, 273.1 (M+H), found 273.1.